Task: describe an organic reaction: reactants, conditions, products, and yield. Dataset: the Open Reaction Database (ORD), a public repository of structured organic reaction records Reactants: [Al+3], O=C(Cc1cc(=O)[nH]c2cc(F)ccc12)N1CCN(c2nccc3sccc23)CC1, [H-], [H-], [H-], [H-], [Li+], [Na+], C1CCOC1, [OH-], O. The product is O=c1cc(CCN2CCN(c3nccc4sccc34)CC2)c2ccc(F)cc2[nH]1. Reaction SMILES: [Al+3:32].[F:1][c:2]1[cH:3][cH:4][c:5]2[c:6]([CH2:13][C:14](=[O:15])[N:16]3[CH2:17][CH2:18][N:19]([c:22]4[n:23][cH:24][cH:25][c:26]5[c:27]4[cH:28][cH:29][s:30]5)[CH2:20][CH2:21]3)[cH:7][c:8](=[O:12])[nH:9][c:10]2[cH:11]1.[H-:31].[H-:34].[H-:35].[H-:36].[Li+:33].[Na+:39].[O:40]1[CH2:41][CH2:42][CH2:43][CH2:44]1.[OH-:38].[OH2:37]>>[F:1][c:2]1[cH:3][cH:4][c:5]2[c:6]([CH2:13][CH2:14][N:16]3[CH2:17][CH2:18][N:19]([c:22]4[n:23][cH:24][cH:25][c:26]5[c:27]4[cH:28][cH:29][s:30]5)[CH2:20][CH2:21]3)[cH:7][c:8](=[O:12])[nH:9][c:10]2[cH:11]1. Starting materials: N(=NC(=O)OCC)C(=O)OCC (diethyl azodicarboxylate), C1(CCCC1)C1=C(N=C2N1C(=NN=C2C2=CC=CC=C2)CC)O (3-Cyclopentyl-5-ethyl-8-phenylimidazo[1,2-d][1,2,4]triazin-2-ol), C(C)N1N=CN=C1CO ((2-ethyl-2H-[1,2,4]triazol-3-yl)methanol), C1(=CC=CC=C1)P(C1=CC=CC=C1)C1=CC=CC=C1 (triphenylphosphine). Run in O1CCCC1 (tetrahydrofuran). Product: C1(CCCC1)C1=C(N=C2N1C(=NN=C2C2=CC=CC=C2)CC)OCC=2N(N=CN2)CC (3-Cyclopentyl-5-ethyl-2-(2-ethyl-2H-[1,2,4]triazol-3-ylmethoxy)-8-phenylimidazo[1,2-d][1,2,4]triazine). RXN SMILES: [CH:1]1([C:6]2[N:10]3[C:11]([CH2:21][CH3:22])=[N:12][N:13]=[C:14]([C:15]4[CH:20]=[CH:19][CH:18]=[CH:17][CH:16]=4)[C:9]3=[N:8][C:7]=2[OH:23])[CH2:5][CH2:4][CH2:3][CH2:2]1.[CH2:24]([N:26]1[C:30]([CH2:31]O)=[N:29][CH:28]=[N:27]1)[CH3:25].C1(P(C2C=CC=CC=2)C2C=CC=CC=2)C=CC=CC=1.N(C(OCC)=O)=NC(OCC)=O>O1CCCC1>[CH:1]1([C:6]2[N:10]3[C:11]([CH2:21][CH3:22])=[N:12][N:13]=[C:14]([C:15]4[CH:16]=[CH:17][CH:18]=[CH:19][CH:20]=4)[C:9]3=[N:8][C:7]=2[O:23][CH2:31][C:30]2[N:26]([CH2:24][CH3:25])[N:27]=[CH:28][N:29]=2)[CH2:2][CH2:3][CH2:4][CH2:5]1. Procedure: To a solution of the product of Example 12 a) (150 mg, 0.48 mmol) and (2-ethyl-2H-[1,2,4]triazol-3-yl)methanol (93 mg, 0.73 mmol) in tetrahydrofuran (5 ml) at 0° C. was added triphenylphosphine (192 mg, 0.73 mmol) followed by diethyl azodicarboxylate (110 μl, 0.73 mmol) dropwise with stirring. After 2 hours the tetrahydrofuran was evaporated in vacuo and the residue dissolved in dichloromethane (50 ml) and washed with water (2×20 ml). The organic phase was separated, dried over MgSO4, filtered a... Starting materials: Cc1ccc(S(=O)(=O)OCC2Cc3cc(Cl)cc(-c4cccc(Cl)c4Cl)c3O2)cc1, CN, Cl. The product is CNCC1Cc2cc(Cl)cc(-c3cccc(Cl)c3Cl)c2O1. RXN SMILES: [CH3:2][c:3]1[cH:4][cH:5][c:6]([S:7]([O:8][CH2:13][CH:14]2[O:15][c:16]3[c:17]([cH:19][c:20]([Cl:31])[cH:21][c:22]3-[c:23]3[c:24]([Cl:30])[c:25]([Cl:29])[cH:26][cH:27][cH:28]3)[CH2:18]2)(=[O:9])=[O:10])[cH:11][cH:12]1.[CH3:32][NH2:33].[ClH:1]>>[CH2:13]([CH:14]1[O:15][c:16]2[c:17]([cH:19][c:20]([Cl:31])[cH:21][c:22]2-[c:23]2[c:24]([Cl:30])[c:25]([Cl:29])[cH:26][cH:27][cH:28]2)[CH2:18]1)[NH:33][CH3:32].